Task: describe an organic reaction: reactants, conditions, products, and yield. Dataset: the Open Reaction Database (ORD), a public repository of structured organic reaction records Starting materials: NC1=CC=C(C(=O)N2CC(CC2)N(C)C)C=C1 (1-(4-aminobenzoyl)-3-dimethylamino-pyrrolidine), N1=C(C=CC2=CC=CC=C12)C(=O)Cl (quinoline-2-carbonyl chloride), C(C)(C)N(CC)C(C)C (diisopropyl ethyl amine). Run in C(Cl)Cl (CH2Cl2). Reaction conditions: time 5 hour. The product is CN(C1CN(CC1)C(=O)C1=CC=C(C=C1)NC(=O)C1=NC2=CC=CC=C2C=C1)C (N-(4-{[3-(dimethylamino)pyrrolidin-1-yl]carbonyl}phenyl)quino-line-2-carboxamide). Isolated yield 13.0%. RXN SMILES: [NH2:1][C:2]1[CH:17]=[CH:16][C:5]([C:6]([N:8]2[CH2:12][CH2:11][CH:10]([N:13]([CH3:15])[CH3:14])[CH2:9]2)=[O:7])=[CH:4][CH:3]=1.[N:18]1[C:27]2[C:22](=[CH:23][CH:24]=[CH:25][CH:26]=2)[CH:21]=[CH:20][C:19]=1[C:28](Cl)=[O:29].C(N(C(C)C)CC)(C)C>C(Cl)Cl>[CH3:15][N:13]([CH3:14])[CH:10]1[CH2:11][CH2:12][N:8]([C:6]([C:5]2[CH:16]=[CH:17][C:2]([NH:1][C:28]([C:19]3[CH:20]=[CH:21][C:22]4[C:27](=[CH:26][CH:25]=[CH:24][CH:23]=4)[N:18]=3)=[O:29])=[CH:3][CH:4]=2)=[O:7])[CH2:9]1. Procedure details: A mixture of 1-(4-aminobenzoyl)-3-dimethylamino-pyrrolidine (46 mg, 0.2 mmol), quinoline-2-carbonyl chloride (38 mg, 0.2 mg) and diisopropyl ethyl amine (0.1 mL, 0.6 mmol) in CH2Cl2 is stirred at room temperature for 5 h and concentrated in vacuo. The resultant residue is dissolved in a mixture of DMSO, methanol and water and purified by reverse-phase semi-preparative HPLC, using the same HPLC conditions described in Example 1, to give the title compound as a white powder (10mg), identified by H...